This data is from the Open Reaction Database (ORD), a public repository of structured organic reaction records. The task is: describe an organic reaction: reactants, conditions, products, and yield Starting materials: N#Cc1cn(Cc2c(F)cccc2F)nn1, [Na+], [OH-], O. Yields the product NC(=O)c1cn(Cc2c(F)cccc2F)nn1. Reaction SMILES: [C:3](#[N:4])[c:5]1[n:6][n:7][n:8]([CH2:10][c:11]2[c:12]([F:18])[cH:13][cH:14][cH:15][c:16]2[F:17])[cH:9]1.[Na+:2].[OH-:1].[OH2:19]>>[O:1]=[C:3]([NH2:4])[c:5]1[n:6][n:7][n:8]([CH2:10][c:11]2[c:12]([F:18])[cH:13][cH:14][cH:15][c:16]2[F:17])[cH:9]1. Starting materials: [Al+3], COc1cccc2c1CCN2C(C)=O, CC(=O)Cl, CCOCC, CCOC(C)=O, [Cl-], [Cl-], [Cl-], ClCCCl, O. The product is COc1ccc(C(C)=O)c2c1CCN2C(C)=O. As a reaction SMILES: [Al+3:20].[C:1]([CH3:2])(=[O:3])[N:4]1[CH2:5][CH2:6][c:7]2[c:8]([O:13][CH3:14])[cH:9][cH:10][cH:11][c:12]21.[CH3:15][C:16]([Cl:17])=[O:18].[CH3:28][CH2:29][O:30][CH2:31][CH3:32].[CH3:33][CH2:34][O:35][C:36]([CH3:37])=[O:38].[Cl-:19].[Cl-:21].[Cl-:22].[Cl:24][CH2:25][CH2:26][Cl:27].[OH2:23]>>[C:1]([CH3:2])(=[O:3])[N:4]1[CH2:5][CH2:6][c:7]2[c:8]([O:13][CH3:14])[cH:9][cH:10][c:11]([C:16]([CH3:15])=[O:18])[c:12]21. The reactants are C1CCOC1, CC(C)[N-]C(C)C, ClC(Cl)(Cl)C(Cl)(Cl)Cl, Fc1cccnc1Cl, [Li+]. Yields the product Fc1c(Cl)ccnc1Cl. As a reaction SMILES: [CH2:25]1[O:26][CH2:27][CH2:28][CH2:29]1.[CH:1]([N-:2][CH:3]([CH3:4])[CH3:5])([CH3:6])[CH3:7].[Cl:17][C:18]([C:19]([Cl:20])([Cl:21])[Cl:22])([Cl:23])[Cl:24].[Cl:9][c:10]1[n:11][cH:12][cH:13][cH:14][c:15]1[F:16].[Li+:8]>>[Cl:9][c:10]1[n:11][cH:12][cH:13][c:14]([Cl:17])[c:15]1[F:16]. Starting materials: S1C2=C(CC1)C=C(C=C2)C(C(C)Br)O (2,3-dihydro-5-benzo[b]thienyl-2-bromo-1-propanol), C(C)O (ethanol), C1(=CC=CC=C1)CCCCN (4-phenylbutylamine). The solvent is CCOCC (ether). Yields the product S1C2=C(CC1)C=C(C=C2)C(C(C)NCCCCC2=CC=CC=C2)O (1-(2,3-dihydro-5-benzo[b]thienyl)-2-(4-phenylbutylamino)-1-propanol). Reaction SMILES: [S:1]1[CH2:5][CH2:4][C:3]2[CH:6]=[C:7]([CH:10]([OH:14])[CH:11](Br)[CH3:12])[CH:8]=[CH:9][C:2]1=2.C(O)C.[C:18]1([CH2:24][CH2:25][CH2:26][CH2:27][NH2:28])[CH:23]=[CH:22][CH:21]=[CH:20][CH:19]=1>CCOCC>[S:1]1[CH2:5][CH2:4][C:3]2[CH:6]=[C:7]([CH:10]([OH:14])[CH:11]([NH:28][CH2:27][CH2:26][CH2:25][CH2:24][C:18]3[CH:23]=[CH:22][CH:21]=[CH:20][CH:19]=3)[CH3:12])[CH:8]=[CH:9][C:2]1=2. Reported procedure: 4 gr of 1-(2,3-dihydro-5-benzo[b]thienyl-2-bromo-1-propanol, 100 ml of ethanol and 20 gr of 4-phenylbutylamine are refluxed for 5 hours. The solvent and excess amine are evaporated in vacuo and the residue obtained is treated with ether. The solid is recrystallized from a mixture of methanol and ether, and the corresponding free base is obtained by treatment with a diluted NaOH solution and recrystallized from acetone. 1.05 gr of final product are so obtained. Reactants: ClC=1C=C(C=CC1Cl)SCC(CCC(=O)OC)C(N(CCC1=CC=CC=C1)CCCCC)=O (methyl 5-(3,4-dichlorophenylthio)-4-(N-pentyl-N-phenethylcarbamoyl)pentanoate), ClC1=CC(=CC=C1)C(=O)OO (m-chloroperbenzoic acid), S(=O)([O-])[O-].[Na+].[Na+] (sodium sulfite). Run in C(Cl)(Cl)Cl (chloroform). Conditions: temperature -78 celsius. The product is ClC=1C=C(C=CC1Cl)S(=O)CC(CCC(=O)OC)C(N(CCC1=CC=CC=C1)CCCCC)=O (methyl 5-(3,4-dichlorophenylsulfinyl)-4-(N-pentyl-N-phenethylcarbamoyl)pentanoate). Yield: 34.6%. As a reaction SMILES: [Cl:1][C:2]1[CH:3]=[C:4]([S:9][CH2:10][CH:11]([C:18](=[O:33])[N:19]([CH2:28][CH2:29][CH2:30][CH2:31][CH3:32])[CH2:20][CH2:21][C:22]2[CH:27]=[CH:26][CH:25]=[CH:24][CH:23]=2)[CH2:12][CH2:13][C:14]([O:16][CH3:17])=[O:15])[CH:5]=[CH:6][C:7]=1[Cl:8].ClC1C=CC=C(C(OO)=[O:42])C=1.S([O-])([O-])=O.[Na+].[Na+]>C(Cl)(Cl)Cl>[Cl:1][C:2]1[CH:3]=[C:4]([S:9]([CH2:10][CH:11]([C:18](=[O:33])[N:19]([CH2:28][CH2:29][CH2:30][CH2:31][CH3:32])[CH2:20][CH2:21][C:22]2[CH:23]=[CH:24][CH:25]=[CH:26][CH:27]=2)[CH2:12][CH2:13][C:14]([O:16][CH3:17])=[O:15])=[O:42])[CH:5]=[CH:6][C:7]=1[Cl:8] |f:2.3.4|. Procedure details: Into a solution of methyl 5-(3,4-dichlorophenylthio)-4-(N-pentyl-N-phenethylcarbamoyl)pentanoate (280 mg) in dry chloroform (10 ml) were added portions of m-chloroperbenzoic acid (70%, 140 mg) with stirring at -78° C. After stirring at -78° C. for 2 hours, sodium sulfite was added. The reaction mixture was washed with a saturated sodium bicarbonate solution and water, dried over MgSO4, and concentrated in vacuo. The residue was purified by flash column chromatography on silica by eluting with di... Starting materials: NC1=C(C=CC(=C1)C(C)(C)C)NC(C1=NC=CC(=C1CO[Si](C)(C)C(C)(C)C)Cl)=O (N-(2-amino-4-(tert-butyl)phenyl)-3-(((tert-butyldimethylsilyl)oxy)methyl)-4-chloropicolinamide), C(C)(=O)O (acetic acid). Product: C(C)(=O)OCC=1C(=NC=CC1Cl)C1=NC2=C(N1)C=C(C=C2)C(C)(C)C ((2-(6-(tert-butyl)-1H-benzo[d]imidazol-2-yl)-4-chloropyridin-3-yl)methyl acetate). Yield: 44.0%. Reaction SMILES: [NH2:1][C:2]1[CH:7]=[C:6]([C:8]([CH3:11])([CH3:10])[CH3:9])[CH:5]=[CH:4][C:3]=1[NH:12][C:13](=O)[C:14]1[C:19]([CH2:20][O:21][Si](C(C)(C)C)(C)C)=[C:18]([Cl:29])[CH:17]=[CH:16][N:15]=1.[C:31](O)(=[O:33])[CH3:32]>>[C:31]([O:21][CH2:20][C:19]1[C:14]([C:13]2[NH:1][C:2]3[CH:7]=[C:6]([C:8]([CH3:9])([CH3:11])[CH3:10])[CH:5]=[CH:4][C:3]=3[N:12]=2)=[N:15][CH:16]=[CH:17][C:18]=1[Cl:29])(=[O:33])[CH3:32]. Reported procedure: A solution of 160g (10 g, 22 mmol) in acetic acid (100 mL) was stirred at 120° C. for 5 h. See FIG. 5. The mixture was concentrated under reduced pressure, and the residue was purified by column chromatography on silica gel (eluting with petroleum ether:ethyl acetate=3:1) to afford (2-(6-(tert-butyl)-1H-benzo[d]imidazol-2-yl)-4-chloropyridin-3-yl)methyl acetate 160h (3.5 g, 44%) as a yellow solid. MS-ESI: [M+H]+ 358.2. Reactants: CCOC(=O)Cl, Nc1ccc(Oc2ccc(Cl)c(Cl)c2)cc1, c1ccncc1. The product is CCOC(=O)Nc1ccc(Oc2ccc(Cl)c(Cl)c2)cc1. As a reaction SMILES: [Cl:17][C:18](=[O:19])[O:20][CH2:21][CH3:22].[Cl:1][c:2]1[cH:3][c:4]([O:5][c:6]2[cH:7][cH:8][c:9]([NH2:12])[cH:10][cH:11]2)[cH:13][cH:14][c:15]1[Cl:16].[cH:23]1[cH:24][cH:25][n:26][cH:27][cH:28]1>>[Cl:1][c:2]1[cH:3][c:4]([O:5][c:6]2[cH:7][cH:8][c:9]([NH:12][C:18](=[O:19])[O:20][CH2:21][CH3:22])[cH:10][cH:11]2)[cH:13][cH:14][c:15]1[Cl:16].